Dataset: the Open Reaction Database (ORD), a public repository of structured organic reaction records. Task: describe an organic reaction: reactants, conditions, products, and yield The reactants are C(C)(C)(C)NS(=O)(=O)C1=C(C=CC=C1)C1=CC=C(C=C1)CC(C(C(=O)OCC)=NOC)C(CCCC)=O (ethyl 3-[[2'-(N-t-butylsulfamoyl)biphenyl-4-yl]methyl]-2-methoxyimino-4-oxooctanoate), Cl.ClC1=C(C=C(C=C1)[N+](=O)[O-])NN (2-chloro-5-nitrophenylhydrazine hydrochloride), C(C)(=O)O (acetic acid). Run in COCCO (2-methoxyethanol). Reaction conditions: temperature 105 celsius, time 20 hour. Yields the product C(CCC)C1=NN(C(=C1CC1=CC=C(C=C1)C1=C(C=CC=C1)S(N)(=O)=O)C(=O)OCC)C1=C(C=CC(=C1)[N+](=O)[O-])Cl (Ethyl 3-n-Butyl-1-(2-chloro-5-nitrophenyl)-4-[(2'-sulfamoylbiphenyl-4-yl)methyl]-1H-pyrazole-5-carboxylate). The yield is 49.5%. Reaction SMILES: C([NH:5][S:6]([C:9]1[CH:14]=[CH:13][CH:12]=[CH:11][C:10]=1[C:15]1[CH:20]=[CH:19][C:18]([CH2:21][CH:22]([C:32](=O)[CH2:33][CH2:34][CH2:35][CH3:36])[C:23](=NOC)[C:24]([O:26][CH2:27][CH3:28])=[O:25])=[CH:17][CH:16]=1)(=[O:8])=[O:7])(C)(C)C.Cl.[Cl:39][C:40]1[CH:45]=[CH:44][C:43]([N+:46]([O-:48])=[O:47])=[CH:42][C:41]=1[NH:49][NH2:50].C(O)(=O)C>COCCO>[CH2:33]([C:32]1[C:22]([CH2:21][C:18]2[CH:19]=[CH:20][C:15]([C:10]3[CH:11]=[CH:12][CH:13]=[CH:14][C:9]=3[S:6](=[O:8])(=[O:7])[NH2:5])=[CH:16][CH:17]=2)=[C:23]([C:24]([O:26][CH2:27][CH3:28])=[O:25])[N:49]([C:41]2[CH:42]=[C:43]([N+:46]([O-:48])=[O:47])[CH:44]=[CH:45][C:40]=2[Cl:39])[N:50]=1)[CH2:34][CH2:35][CH3:36] |f:1.2|. Procedure: A mixture of 3.07 g (5.79 mmol) of ethyl 3-[[2'-(N-t-butylsulfamoyl)biphenyl-4-yl]methyl]-2-methoxyimino-4-oxooctanoate (from Step F), 5.00 g (22.3 mmol) of 2-chloro-5-nitrophenylhydrazine hydrochloride [prepared from 2-chloro-5-nitroaniline according to H. Stroh and G. Westphal, Chem. Ber., 96, 184 (1963)], 55 mL of glacial acetic acid, and 25 mL of 2-methoxyethanol was stirred under N2 at 105° C. for 20 hours. The cooled mixture was concentrated in vacuo and the residue was partitioned between... The product is CCC=C1CCC(CCBr)CC1. Reactants: BrC(Br)(Br)Br, CC#N, CCC=C1CCC(CCO)CC1, c1ccc(P(c2ccccc2)c2ccccc2)cc1. As a reaction SMILES: [Br:32][C:33]([Br:34])([Br:35])[Br:36].[CH3:37][C:38]#[N:39].[CH:1]([CH2:2][CH3:3])=[C:4]1[CH2:5][CH2:6][CH:7]([CH2:10][CH2:11][OH:12])[CH2:8][CH2:9]1.[c:13]1([P:14]([c:15]2[cH:16][cH:17][cH:18][cH:19][cH:20]2)[c:21]2[cH:22][cH:23][cH:24][cH:25][cH:26]2)[cH:27][cH:28][cH:29][cH:30][cH:31]1>>[CH:1]([CH2:2][CH3:3])=[C:4]1[CH2:5][CH2:6][CH:7]([CH2:10][CH2:11][Br:32])[CH2:8][CH2:9]1. Starting materials: C(C)(=O)OC(C)=O (acetic anhydride), Cl.NCC=1C=CC2=C(C(=C(O2)[N+](=O)[O-])C2=CC=CC=C2)C1 (5-aminomethyl-2-nitro-3-phenylbenzofuran hydrochloride). The solvent is C(C)(C)O (isopropanol). Product: C(C)(=O)NCC=1C=CC2=C(C(=C(O2)[N+](=O)[O-])C2=CC=CC=C2)C1 (5-acetamidomethyl-2-nitro-3-phenylbenzofuran). As a reaction SMILES: [C:1](OC(=O)C)(=[O:3])[CH3:2].Cl.[NH2:9][CH2:10][C:11]1[CH:12]=[CH:13][C:14]2[O:18][C:17]([N+:19]([O-:21])=[O:20])=[C:16]([C:22]3[CH:27]=[CH:26][CH:25]=[CH:24][CH:23]=3)[C:15]=2[CH:28]=1>C(O)(C)C>[C:1]([NH:9][CH2:10][C:11]1[CH:12]=[CH:13][C:14]2[O:18][C:17]([N+:19]([O-:21])=[O:20])=[C:16]([C:22]3[CH:27]=[CH:26][CH:25]=[CH:24][CH:23]=3)[C:15]=2[CH:28]=1)(=[O:3])[CH3:2] |f:1.2|. Procedure: A mixture of 5 ml. of acetic anhydride and 0.3 g. of 5-aminomethyl-2-nitro-3-phenylbenzofuran hydrochloride (from Example 17) is heated on a steam bath for about 30 minutes. The mixture is then partially evaporated to provide a residue which is treated with aqueous isopropanol to form yellow crystals of 5-acetamidomethyl-2-nitro-3-phenylbenzofuran, m.p. 201°-203° C., having the structure ##STR26## Starting materials: C(C)O (ethanol), S1CCN(CC1)C1=NC(=CC2=CC=C(C=C12)Cl)Cl (1-thiomorpholino-3,7-dichloro-isoquinoline), N1CCNCC1 (piperazine), C(\C=C/C(=O)[O-])(=O)[O-] (maleate). The solvent is C1(=CC=CC=C1)OC1=CC=CC=C1 (diphenyl ether). The product is S1CCN(CC1)C1=NC(=CC2=CC=C(C=C12)Cl)N1CCNCC1 (1-Thiomorpholino-3-piperazino-7-chloro-isoquinoline). Yield: 85.0%. RXN SMILES: [S:1]1[CH2:6][CH2:5][N:4]([C:7]2[C:16]3[C:11](=[CH:12][CH:13]=[C:14]([Cl:17])[CH:15]=3)[CH:10]=[C:9](Cl)[N:8]=2)[CH2:3][CH2:2]1.[NH:19]1[CH2:24][CH2:23][NH:22][CH2:21][CH2:20]1.C([O-])(=O)/C=C\C([O-])=O.C(O)C>C1(OC2C=CC=CC=2)C=CC=CC=1>[S:1]1[CH2:6][CH2:5][N:4]([C:7]2[C:16]3[C:11](=[CH:12][CH:13]=[C:14]([Cl:17])[CH:15]=3)[CH:10]=[C:9]([N:19]3[CH2:24][CH2:23][NH:22][CH2:21][CH2:20]3)[N:8]=2)[CH2:3][CH2:2]1. Procedure details: 1-Thiomorpholino-3-piperazino-7-chloro-isoquinoline was prepared analogous to Example 3 from 1-thiomorpholino-3,7-dichloro-isoquinoline and piperazine by heating in diphenyl ether at 200°C. M.p. of its maleate: 188°-190°C (from ethanol); yield: 85% of theory. Reactants: Cc1cc(Br)ccc1C(=O)c1cc(-n2cc(CCO)nn2)ccc1C, Cc1cc(Nc2ccc(F)cc2F)ccc1C(=O)c1cc(-n2cc(CCO)nn2)ccc1C, Nc1cccc(C(F)(F)F)c1. Yields the product Cc1cc(Nc2cccc(C(F)(F)F)c2)ccc1C(=O)c1cc(-n2cc(CCO)nn2)ccc1C. RXN SMILES: [Br:34][c:35]1[cH:36][c:37]([CH3:58])[c:38]([C:41](=[O:42])[c:43]2[c:44]([CH3:57])[cH:45][cH:46][c:47](-[n:49]3[n:50][n:51][c:52]([CH2:54][CH2:55][OH:56])[cH:53]3)[cH:48]2)[cH:39][cH:40]1.[F:1][c:2]1[cH:3][c:4]([F:5])[cH:6][cH:7][c:8]1[NH:9][c:10]1[cH:11][cH:12][c:13]([C:14]([c:15]2[cH:16][c:17](-[n:18]3[cH:19][c:20]([CH2:21][CH2:22][OH:23])[n:24][n:25]3)[cH:26][cH:27][c:28]2[CH3:29])=[O:30])[c:31]([CH3:32])[cH:33]1.[F:59][C:60]([c:61]1[cH:62][c:63]([NH2:67])[cH:64][cH:65][cH:66]1)([F:68])[F:69]>>[c:35]1([NH:67][c:63]2[cH:62][c:61]([C:60]([F:59])([F:68])[F:69])[cH:66][cH:65][cH:64]2)[cH:36][c:37]([CH3:58])[c:38]([C:41](=[O:42])[c:43]2[c:44]([CH3:57])[cH:45][cH:46][c:47](-[n:49]3[n:50][n:51][c:52]([CH2:54][CH2:55][OH:56])[cH:53]3)[cH:48]2)[cH:39][cH:40]1.